Dataset: the Open Reaction Database (ORD), a public repository of structured organic reaction records. Task: describe an organic reaction: reactants, conditions, products, and yield Starting materials: CC(C)S(=O)(=O)C1=CC=C(C=C1)B(O)O ({4-[(1-methylethyl)sulfonyl]phenyl}boronic acid), BrC1=CC=C(C=N1)O (6-bromo-3-pyridinol), C(=O)([O-])[O-].[Na+].[Na+] (Na2CO3). The reagents and catalysts are Cl[Pd]([P](C1=CC=CC=C1)(C2=CC=CC=C2)C3=CC=CC=C3)([P](C4=CC=CC=C4)(C5=CC=CC=C5)C6=CC=CC=C6)Cl (Pd(PPh3)2Cl2). Run in COCCOC (DME). The product is CC(C)S(=O)(=O)C1=CC=C(C=C1)C1=CC=C(C=N1)O (6-{4-[(1-Methylethyl)sulfonyl]phenyl}-3-pyridinol). Isolated yield 29.5%. As a reaction SMILES: [CH3:1][CH:2]([S:4]([C:7]1[CH:12]=[CH:11][C:10](B(O)O)=[CH:9][CH:8]=1)(=[O:6])=[O:5])[CH3:3].Br[C:17]1[N:22]=[CH:21][C:20]([OH:23])=[CH:19][CH:18]=1.C([O-])([O-])=O.[Na+].[Na+]>Cl[Pd](Cl)([P](C1C=CC=CC=1)(C1C=CC=CC=1)C1C=CC=CC=1)[P](C1C=CC=CC=1)(C1C=CC=CC=1)C1C=CC=CC=1.COCCOC>[CH3:1][CH:2]([S:4]([C:7]1[CH:12]=[CH:11][C:10]([C:17]2[N:22]=[CH:21][C:20]([OH:23])=[CH:19][CH:18]=2)=[CH:9][CH:8]=1)(=[O:6])=[O:5])[CH3:3] |f:2.3.4,^1:32,51|. Procedure details: 6-{4-[(1-Methylethyl)sulfonyl]phenyl}-3-pyridinol (0.47 g, 29%) was prepared as a tan solid from {4-[(1-methylethyl)sulfonyl]phenyl}boronic acid (1.97 g, 8.62 mmol), 6-bromo-3-pyridinol (1 g, 5.75 mmol), Pd(PPh3)2Cl2 (200 mg, 0.28 mmol), 2M Na2CO3 (5 mL) and DME (5 mL) in a manner similar to Example 21, Step 3. The material was purified by chromatography on a silica gel column eluted with 0 to 5% MeOH/CH2Cl2. 1H NMR (400 MHz, CDCl3): δ 8.36 (d, 1H, J=2.9 Hz), 8.06 (d, 2H, J=8.6 Hz), 7.93 (d, 2H,... The reactants are C(C)OC(=O)C=1NC2=CC=CC(=C2C1)O (2-ethoxycarbonyl-4-hydroxyindole), O1C(CN2CCC(CC2)COC2=CC=CC=C2)C1 (N-(2,3-epoxypropyl)-4-phenoxymethylpiperidine), C([O-])([O-])=O.[K+].[K+] (potassium carbonate). Run in C(C)#N (acetonitrile). The product is OC(COC1=C(NC2=CC=CC=C12)C(=O)OCC)CN1CCC(CC1)COC1=CC=CC=C1 (2-Hydroxy-3-(4-phenoxymethylpiperidino)-propoxy-2-ethoxycarbonylindole). RXN SMILES: [CH2:1]([O:3][C:4]([C:6]1[NH:7][C:8]2[C:13]([CH:14]=1)=[C:12](O)[CH:11]=[CH:10][CH:9]=2)=[O:5])[CH3:2].[O:16]1[CH2:33][CH:17]1[CH2:18][N:19]1[CH2:24][CH2:23][CH:22]([CH2:25][O:26][C:27]2[CH:32]=[CH:31][CH:30]=[CH:29][CH:28]=2)[CH2:21][CH2:20]1.C(=O)([O-])[O-:35].[K+].[K+]>C(#N)C>[OH:35][CH:17]([CH2:18][N:19]1[CH2:20][CH2:21][CH:22]([CH2:25][O:26][C:27]2[CH:28]=[CH:29][CH:30]=[CH:31][CH:32]=2)[CH2:23][CH2:24]1)[CH2:33][O:16][C:14]1[C:13]2[C:8](=[CH:9][CH:10]=[CH:11][CH:12]=2)[NH:7][C:6]=1[C:4]([O:3][CH2:1][CH3:2])=[O:5] |f:2.3.4|. Reported procedure: A mixture of 0.9 g. 2-ethoxycarbonyl-4-hydroxyindole, 1.7 g. N-(2,3-epoxypropyl)-4-phenoxymethylpiperidine, 1.2 g. potassium carbonate and 50 ml. acetonitrile is heated under reflux for 10 hours. The reaction mixture is then filtered while still hot and the filtrate left to cool overnight. 0.3 g. (15% of theory) 4-[2-hydroxy-3-(4-phenoxymethylpiperidino)-propoxy]-2-ethoxycarbonylindole crystallize out; m.p. 168°-170° C. Reactants: C(C1=CC=CC=C1)N1CCC(CC1)N1N=CC=2C1=NC(=NC2N2CC1CCC(C2)O1)Cl (1-(1-benzyl-piperidin-4-yl)-6-chloro-4-(8-oxa-3-aza-bicyclo[3.2.1]oct-3-yl)-1H-pyrazolo[3,4-d]pyrimidine), C([O-])([O-])=O.[K+].[K+] (potassium carbonate), ClC(=O)OC (methyl chloroformate). The solvent is ClCCCl (1,2-dichloroethane). Run at temperature 57.5 celsius. Product: C12CN(CC(CC1)O2)C2=C1C(=NC(=N2)Cl)N(N=C1)C1CCN(CC1)C(=O)OC (methyl 4-(4-(8-oxa-3-azabicyclo[3.2.1]octan-3-yl)-6-chloro-1H-pyrazolo[3,4-d]pyrimidin-1-yl)piperidine-1-carboxylate). As a reaction SMILES: C([N:8]1[CH2:13][CH2:12][CH:11]([N:14]2[C:18]3=[N:19][C:20]([Cl:31])=[N:21][C:22]([N:23]4[CH2:29][CH:28]5[O:30][CH:25]([CH2:26][CH2:27]5)[CH2:24]4)=[C:17]3[CH:16]=[N:15]2)[CH2:10][CH2:9]1)C1C=CC=CC=1.C(=O)([O-])[O-].[K+].[K+].Cl[C:39]([O:41][CH3:42])=[O:40]>ClCCCl>[CH:25]12[O:30][CH:28]([CH2:27][CH2:26]1)[CH2:29][N:23]([C:22]1[N:21]=[C:20]([Cl:31])[N:19]=[C:18]3[N:14]([CH:11]4[CH2:12][CH2:13][N:8]([C:39]([O:41][CH3:42])=[O:40])[CH2:9][CH2:10]4)[N:15]=[CH:16][C:17]=13)[CH2:24]2 |f:1.2.3|. Procedure: A suspension of 1-(1-benzyl-piperidin-4-yl)-6-chloro-4-(8-oxa-3-aza-bicyclo[3.2.1]oct-3-yl)-1H-pyrazolo[3,4-d]pyrimidine (1.0 g, 2.3 mmol) and potassium carbonate (0.94 g, 6.8 mmol) in 1,2-dichloroethane (15 mL) was treated with methyl chloroformate (0.53 mL, 6.8 mmol) and then heated for two hours in a 55-60° C. oil bath. The mixture was filtered through a pad of diatomaceous earth, eluting with dichloromethane. The filtrate was concentrated to dryness under reduced pressure to furnish methyl 4... Reactants: CS(=O)(=O)CCOCCN1C(=NC=2C(=NC=3C=CC=CC3C21)N)C (1-{2-[2-(methylsulfonyl)ethoxy]ethyl}-2-methyl-1H-imidazo[4,5-c]quinolin-4-amine), [OH-].[Na+] (sodium hydroxide), [H][H] (hydrogen), [H][H] (Hydrogen). The reagents and catalysts are [Pt]=O (platinum oxide). The solvent is FC(C(=O)O)(F)F (trifluoroacetic acid), O (water). The product is CS(=O)(=O)CCOCCN1C(=NC=2C(=NC=3CCCCC3C21)N)C (1-{2-[2-(methylsulfonyl)ethoxy]ethyl}-2-methyl-6,7,8,9-tetrahydro-1H-imidazo[4,5-c]quinolin-4-amine). The yield is 76.4%. Reaction SMILES: [CH3:1][S:2]([CH2:5][CH2:6][O:7][CH2:8][CH2:9][N:10]1[C:22]2[C:21]3[CH:20]=[CH:19][CH:18]=[CH:17][C:16]=3[N:15]=[C:14]([NH2:23])[C:13]=2[N:12]=[C:11]1[CH3:24])(=[O:4])=[O:3].[H][H].[OH-].[Na+]>FC(F)(F)C(O)=O.O.[Pt]=O>[CH3:1][S:2]([CH2:5][CH2:6][O:7][CH2:8][CH2:9][N:10]1[C:22]2[C:21]3[CH2:20][CH2:19][CH2:18][CH2:17][C:16]=3[N:15]=[C:14]([NH2:23])[C:13]=2[N:12]=[C:11]1[CH3:24])(=[O:3])=[O:4] |f:2.3|. Reported procedure: Solid platinum oxide (0.5) was added to a solution of 1-{2-[2-(methylsulfonyl)ethoxy]ethyl}-2-methyl-1H-imidazo[4,5-c]quinolin-4-amine (0.9 g, 2.6 mmol) in trifluoroacetic acid (7 mL) in a Parr vessel. The vessel was placed on a shaker and then pressurized with hydrogen to 50 psi (3.4×105 Pa). Hydrogen was added periodically to maintain the pressure. After 55 hours the reaction mixture was purged with nitrogen and then filtered through a layer of CELITE filter agent. The filter cake was washed w...